From a dataset of the Open Reaction Database (ORD), a public repository of structured organic reaction records. describe an organic reaction: reactants, conditions, products, and yield The reactants are O=C1CCC(=O)N1Br, ClC(Cl)(Cl)Cl, COC(=O)c1c(C)ccc2ccccc12, CC(C)(C#N)N=NC(C)(C)C#N. Product: COC(=O)c1c(CBr)ccc2ccccc12. As a reaction SMILES: [Br:16][N:17]1[C:18](=[O:19])[CH2:20][CH2:21][C:22]1=[O:23].[C:36]([Cl:37])([Cl:38])([Cl:39])[Cl:40].[CH3:1][c:2]1[c:3]([C:12](=[O:13])[O:14][CH3:15])[c:4]2[cH:5][cH:6][cH:7][cH:8][c:9]2[cH:10][cH:11]1.[N:24]([C:25]([CH3:26])([CH3:27])[C:28]#[N:29])=[N:30][C:31]([CH3:32])([CH3:33])[C:34]#[N:35]>>[CH2:1]([c:2]1[c:3]([C:12](=[O:13])[O:14][CH3:15])[c:4]2[cH:5][cH:6][cH:7][cH:8][c:9]2[cH:10][cH:11]1)[Br:16]. Procedure: Solution of 2-bromobenzylalcohol (3.8 g) in THF (10 ml) was delivered by drops over 15 minutes to suspension of sodium hydride (0.88 g; 60% in oil) in THF (30 ml) cooled to −0° C. in argon atmosphere, and the reaction mixture was further stirred for 20 minutes. Solution of 2-bromobenzyl bromide (6.0 g) in THF (10 ml) was added thereto and the reaction solution was stirred for one hour at room temperature. The reaction mixture was poured to water and neutralized with 1N hydrochloric acid and extr... Conditions: temperature -0 celsius, time 20 minute. Reaction SMILES: [Br:1][C:2]1[CH:9]=[CH:8][CH:7]=[CH:6][C:3]=1[CH2:4][OH:5].[H-].[Na+].[Br:12][C:13]1[CH:20]=[CH:19][CH:18]=[CH:17][C:14]=1[CH2:15]Br.Cl>C1COCC1.O>[Br:1][C:2]1[CH:9]=[CH:8][CH:7]=[CH:6][C:3]=1[CH2:4][O:5][CH2:15][C:14]1[CH:17]=[CH:18][CH:19]=[CH:20][C:13]=1[Br:12] |f:1.2|. The solvent is C1CCOC1 (THF), C1CCOC1 (THF), C1CCOC1 (THF), O (water). Reactants: BrC1=C(CBr)C=CC=C1 (2-bromobenzyl bromide), BrC1=C(CO)C=CC=C1 (2-bromobenzylalcohol), [H-].[Na+] (sodium hydride), Cl (hydrochloric acid). The yield is 79.8%. The product is BrC1=C(COCC2=C(C=CC=C2)Br)C=CC=C1 (bis(2-bromobenzyl)ether).